Dataset: the Open Reaction Database (ORD), a public repository of structured organic reaction records. Task: describe an organic reaction: reactants, conditions, products, and yield The reactants are FC(S(=O)(=O)OC1=C(C2=C(N(N=N2)CC2CC2)C=C1)C(F)(F)F)(F)F (1-(cyclopropylmethyl)-4-(trifluoromethyl)-1H-benzotriazol-5-yl trifluoromethanesulfonate), C([O-])(O)=O.[Na+] (sodium bicarbonate), CN1C(N(CC1=O)CC1=CC=C(C=C1)B1OC(C(O1)(C)C)(C)C)=O (3-methyl-1-[4-(4,4,5,5-tetramethyl-1,3,2-dioxaborolan-2-yl)benzyl]imidazolidine-2,4-dione), P(=O)([O-])([O-])[O-].[K+].[K+].[K+] (potassium phosphate). The reagents and catalysts are C1(=CC=CC=C1)P(C1=CC=CC=C1)C1=CC=CC=C1.C1(=CC=CC=C1)P(C1=CC=CC=C1)C1=CC=CC=C1.C1(=CC=CC=C1)P(C1=CC=CC=C1)C1=CC=CC=C1.C1(=CC=CC=C1)P(C1=CC=CC=C1)C1=CC=CC=C1.[Pd] (palladium tetrakis(triphenylphosphine)). Solvent: O1CCOCC1 (dioxane), O (water). Yields the product C1(CC1)CN1N=NC2=C1C=CC(=C2C(F)(F)F)C2=CC=C(CN1C(N(C(C1)=O)C)=O)C=C2 (1-{4-[1-(cyclopropylmethyl)-4-(trifluoromethyl)-1H-benzotriazol-5-yl]benzyl}-3-methylimidazolidine-2,4-dione). RXN SMILES: FC(F)(F)S(O[C:7]1[CH:19]=[CH:18][C:10]2[N:11]([CH2:14][CH:15]3[CH2:17][CH2:16]3)[N:12]=[N:13][C:9]=2[C:8]=1[C:20]([F:23])([F:22])[F:21])(=O)=O.[CH3:26][N:27]1[C:31](=[O:32])[CH2:30][N:29]([CH2:33][C:34]2[CH:39]=[CH:38][C:37](B3OC(C)(C)C(C)(C)O3)=[CH:36][CH:35]=2)[C:28]1=[O:49].P([O-])([O-])([O-])=O.[K+].[K+].[K+].C(=O)(O)[O-].[Na+]>O1CCOCC1.C1(P(C2C=CC=CC=2)C2C=CC=CC=2)C=CC=CC=1.C1(P(C2C=CC=CC=2)C2C=CC=CC=2)C=CC=CC=1.C1(P(C2C=CC=CC=2)C2C=CC=CC=2)C=CC=CC=1.C1(P(C2C=CC=CC=2)C2C=CC=CC=2)C=CC=CC=1.[Pd].O>[CH:15]1([CH2:14][N:11]2[C:10]3[CH:18]=[CH:19][C:7]([C:37]4[CH:38]=[CH:39][C:34]([CH2:33][N:29]5[CH2:30][C:31](=[O:32])[N:27]([CH3:26])[C:28]5=[O:49])=[CH:35][CH:36]=4)=[C:8]([C:20]([F:23])([F:22])[F:21])[C:9]=3[N:13]=[N:12]2)[CH2:17][CH2:16]1 |f:2.3.4.5,6.7,9.10.11.12.13|. Reported procedure: 1-(Cyclopropylmethyl)-4-(trifluoromethyl)-1H-benzotriazol-5-yltrifluoromethanesulfonate [(Example 1, Step 9), 30 mg, 0.077 mmol], 3-methyl-1-[4-(4,4,5,5-tetramethyl-1,3,2-dioxaborolan-2-yl)benzyl]imidazolidine-2,4-dione (38.2 mg, 0.116 mmol, 1.5 equiv), potassium phosphate (49.1 mg, 0.231 mmol, 3 equiv) and palladium tetrakis(triphenylphosphine) (8.91 mg, 0.007 mmol, 0.1 equiv) were combined in dioxane (2 mL) and water (0.2 mL) and heated at 90° C. for 1 hour. The mixture was cooled to ambient t... Starting materials: COc1ccc2c(Nc3c(Cl)cncc3Cl)cc(=O)[nH]c2c1OCCCCCCCl, [NH4+], [OH-]. The product is COc1ccc2c(Nc3c(Cl)cncc3Cl)cc(=O)[nH]c2c1OCCCCCCN. RXN SMILES: [Cl:1][CH2:2][CH2:3][CH2:4][CH2:5][CH2:6][CH2:7][O:8][c:9]1[c:10]([O:29][CH3:30])[cH:11][cH:12][c:13]2[c:14]([NH:20][c:21]3[c:22]([Cl:28])[cH:23][n:24][cH:25][c:26]3[Cl:27])[cH:15][c:16](=[O:19])[nH:17][c:18]12.[NH4+:31].[OH-:32]>>[CH2:2]([CH2:3][CH2:4][CH2:5][CH2:6][CH2:7][O:8][c:9]1[c:10]([O:29][CH3:30])[cH:11][cH:12][c:13]2[c:14]([NH:20][c:21]3[c:22]([Cl:28])[cH:23][n:24][cH:25][c:26]3[Cl:27])[cH:15][c:16](=[O:19])[nH:17][c:18]12)[NH2:31]. Starting materials: N1C=CC2=C(C=CC=C12)CC1=C(C=CC=C1)O (2-[(1H-indol-4-yl)-methyl]-phenol), C(Cl)C1CO1 (epichlorhydrin). Yields the product O1C(C1)COC1=C(C=CC=C1)CC1=C2C=CNC2=CC=C1 (4-[[2-[(2-oxiranyl)-methoxy]-phenyl]-methyl]-1H-indole). RXN SMILES: [NH:1]1[C:9]2[C:4](=[C:5]([CH2:10][C:11]3[CH:16]=[CH:15][CH:14]=[CH:13][C:12]=3[OH:17])[CH:6]=[CH:7][CH:8]=2)[CH:3]=[CH:2]1.[CH2:18]([CH:20]1[O:22][CH2:21]1)Cl>>[O:22]1[CH2:21][CH:20]1[CH2:18][O:17][C:12]1[CH:13]=[CH:14][CH:15]=[CH:16][C:11]=1[CH2:10][C:5]1[CH:6]=[CH:7][CH:8]=[C:9]2[C:4]=1[CH:3]=[CH:2][NH:1]2. Procedure: Using the procedure of Step A of Example 2, 10.0 g of the product of Step A and 3 times 17.56 m1 of epichlorhydrin were reacted to obtain 12.5 g of the desired product melting at 78° C. which was used as is for the following step. Starting materials: [Cl-].[Ca+2].[Cl-] (calcium chloride), BrC1=C(C(=O)OC)C=CC(=C1)C(=O)OC (dimethyl 2-bromoterephthalate), [BH4-].[Na+] (sodium borohydride), [Cl-].[Ca+2].[Cl-] (calcium chloride), aqueous solution, Cl (hydrochloric acid), [BH4-].[Na+] (sodium borohydride). Solvent: C(C)O (ethanol), C(C)O (ethanol). Conditions: temperature 0 celsius. Product: BrC1=C(C=CC(=C1)CO)CO (2-Bromo-1,4-benzenedimethanol). Yield: 84.1%. Reaction SMILES: [Cl-].[Ca+2].[Cl-].[BH4-].[Na+].[Br:6][C:7]1[CH:16]=[C:15]([C:17](OC)=[O:18])[CH:14]=[CH:13][C:8]=1[C:9](OC)=[O:10].Cl>C(O)C>[Br:6][C:7]1[CH:16]=[C:15]([CH2:17][OH:18])[CH:14]=[CH:13][C:8]=1[CH2:9][OH:10] |f:0.1.2,3.4|. Procedure details: Crushed calcium chloride (14.55 g, 131.1 mmol) was added over a period of 20 minutes to a solution of sodium borohydride (6.61 g, 174.8 mmol) in ethanol (150 ml) with stirring at 0° C., and then a solution of dimethyl 2-bromoterephthalate (described in J. Med. Chem., 13, 1235 (1970); 11.94 g, 43.7 mmol) in ethanol (20 ml) was added thereto. After the mixture was stirred at the same temperature for 30 minutes, sodium borohydride (5.3 g, 140 mmol) and calcium chloride (1 g, 9.0 mmol) were further ... Starting materials: O=C(Cl)c1ccccc1, CCC12CCC3C4CCC(=O)C=C4CCC3C1CCC2O, Cl, c1ccncc1, c1ccccc1. Yields the product CCC12CCC3C4CCC(=O)C=C4CCC3C1CCC2OC(=O)c1ccccc1. As a reaction SMILES: [C:22]([c:23]1[cH:24][cH:25][cH:26][cH:27][cH:28]1)(=[O:29])[Cl:30].[CH2:1]([CH3:2])[C:3]12[CH:4]([OH:21])[CH2:5][CH2:6][CH:7]1[CH:8]1[CH:9]([CH2:10][CH2:11]2)[CH:12]2[CH2:13][CH2:14][C:15](=[O:20])[CH:16]=[C:17]2[CH2:18][CH2:19]1.[ClH:31].[cH:32]1[cH:33][cH:34][n:35][cH:36][cH:37]1.[cH:38]1[cH:39][cH:40][cH:41][cH:42][cH:43]1>>[CH2:1]([CH3:2])[C:3]12[CH:4]([O:21][C:22]([c:23]3[cH:24][cH:25][cH:26][cH:27][cH:28]3)=[O:29])[CH2:5][CH2:6][CH:7]1[CH:8]1[CH:9]([CH2:10][CH2:11]2)[CH:12]2[CH2:13][CH2:14][C:15](=[O:20])[CH:16]=[C:17]2[CH2:18][CH2:19]1. Reactants: CC(C)(C)CC(=O)Cl, CC#N, CCN(C(C)C)C(C)C, Cl, Cc1nc2cccc(CN)c2c(=O)n1C1CCC(=O)NC1=O. Product: Cc1nc2cccc(CNC(=O)CC(C)(C)C)c2c(=O)n1C1CCC(=O)NC1=O. Reaction SMILES: [C:24]([CH3:25])([CH3:26])([CH3:27])[CH2:28][C:29](=[O:30])[Cl:31].[CH3:41][C:42]#[N:43].[CH:32]([N:33]([CH2:34][CH3:35])[CH:36]([CH3:37])[CH3:38])([CH3:39])[CH3:40].[ClH:1].[NH2:2][CH2:3][c:4]1[c:5]2[c:6](=[O:23])[n:7]([CH:15]3[C:16](=[O:22])[NH:17][C:18](=[O:21])[CH2:19][CH2:20]3)[c:8]([CH3:14])[n:9][c:10]2[cH:11][cH:12][cH:13]1>>[NH:2]([CH2:3][c:4]1[c:5]2[c:6](=[O:23])[n:7]([CH:15]3[C:16](=[O:22])[NH:17][C:18](=[O:21])[CH2:19][CH2:20]3)[c:8]([CH3:14])[n:9][c:10]2[cH:11][cH:12][cH:13]1)[C:29]([CH2:28][C:24]([CH3:25])([CH3:26])[CH3:27])=[O:30]. Starting materials: C=O (paraformaldehyde), Cl (hydrochloric acid), [OH-].[Na+] (sodium hydroxide), CS(=O)(=O)O (methanesulfonic acid), ClC1=C(CNCCC=2SC=CC2)C=CC=C1 (N-(2-chloro-benzyl)-2-(2-thienyl)ethylamine). Solvent: C(C)O (ethanol), CN(C=O)C (dimethylformamide), CN(C=O)C (dimethylformamide). Conditions: temperature 20 celsius. Yields the product Cl.ClC1=C(CN2CC3=C(CC2)SC=C3)C=CC=C1 (5-(2-chloro-benzyl)-4,5,6,7-tetrahydrothieno[3,2-c]pyridine hydrochloride). The yield is 146.4%. As a reaction SMILES: C=O.[CH3:3]S(O)(=O)=O.[Cl:8][C:9]1[CH:23]=[CH:22][CH:21]=[CH:20][C:10]=1[CH2:11][NH:12][CH2:13][CH2:14][C:15]1[S:16][CH:17]=[CH:18][CH:19]=1.[OH-].[Na+].Cl>CN(C)C=O.C(O)C>[ClH:8].[Cl:8][C:9]1[CH:23]=[CH:22][CH:21]=[CH:20][C:10]=1[CH2:11][N:12]1[CH2:13][CH2:14][C:15]2[S:16][CH:17]=[CH:18][C:19]=2[CH2:3]1 |f:3.4,8.9|. Procedure: To 2.25 g (0.075 M) paraformaldehyde suspended in 20 ml dimethylformamide are added 9.61 g (0.1 M) methanesulfonic acid. The medium being at a temperature of 72° C., 13 g (0.05 M) N-(2-chloro-benzyl)-2-(2-thienyl)ethylamine dissolved in 5 ml dimethylformamide are added over 2 minutes. The temperature of the reaction medium reaches 90° C. The reaction medium is then cooled to 20° C. and poured over 50 ml 4N sodium hydroxide. The material is extracted with 1×30 ml and then 1×20 ml methylene chlori... Reactants: CC(=O)OC(C)C, C[O-], COCCOC, CO, CCO, ClC(Cl)Cl, CC(C)O, Cc1c(C(=O)Cl)cn(-c2ccnc3ccccc23)c1C, Cl, Cl, N=C(N)N, [Na+], C1COCCO1, O. Product: Cl, Cl, Cc1c(C(=O)NC(=N)N)cn(-c2ccnc3ccccc23)c1C. RXN SMILES: [C:56]([O:57][CH:58]([CH3:59])[CH3:60])(=[O:61])[CH3:62].[CH3:1][O-:2].[CH3:30][O:31][CH2:32][CH2:33][O:34][CH3:35].[CH3:41][OH:42].[CH3:43][CH2:44][OH:45].[CH:36]([Cl:37])([Cl:38])[Cl:39].[CH:52]([OH:53])([CH3:54])[CH3:55].[Cl:9][C:10](=[O:11])[c:12]1[cH:13][n:14](-[c:19]2[cH:20][cH:21][n:22][c:23]3[cH:24][cH:25][cH:26][cH:27][c:28]23)[c:15]([CH3:18])[c:16]1[CH3:17].[ClH:29].[ClH:4].[NH2:5][C:6](=[NH:7])[NH2:8].[Na+:3].[O:46]1[CH2:47][CH2:48][O:49][CH2:50][CH2:51]1.[OH2:40]>>[ClH:4].[ClH:9].[NH:5]=[C:6]([NH:7][C:10](=[O:11])[c:12]1[cH:13][n:14](-[c:19]2[cH:20][cH:21][n:22][c:23]3[cH:24][cH:25][cH:26][cH:27][c:28]23)[c:15]([CH3:18])[c:16]1[CH3:17])[NH2:8]. Reactants: CC(F)(C(=O)O)C(=O)NC1C(=O)N(CCOCc2ccccc2)c2ccccc2-c2ccccc21, NCC(F)(F)F. Product: CC(F)(C(=O)NCC(F)(F)F)C(=O)NC1C(=O)N(CCOCc2ccccc2)c2ccccc2-c2ccccc21. RXN SMILES: [CH2:1]([c:2]1[cH:3][cH:4][cH:5][cH:6][cH:7]1)[O:8][CH2:9][CH2:10][N:11]1[c:12]2[c:13]([cH:32][cH:33][cH:34][cH:35]2)-[c:14]2[c:15]([cH:28][cH:29][cH:30][cH:31]2)[CH:16]([NH:19][C:20]([C:21]([C:22](=[O:23])[OH:24])([CH3:25])[F:26])=[O:27])[C:17]1=[O:18].[F:36][C:37]([CH2:38][NH2:39])([F:40])[F:41]>>[CH2:1]([c:2]1[cH:3][cH:4][cH:5][cH:6][cH:7]1)[O:8][CH2:9][CH2:10][N:11]1[c:12]2[c:13]([cH:32][cH:33][cH:34][cH:35]2)-[c:14]2[c:15]([cH:28][cH:29][cH:30][cH:31]2)[CH:16]([NH:19][C:20]([C:21]([C:22](=[O:23])[NH:39][CH2:38][C:37]([F:36])([F:40])[F:41])([CH3:25])[F:26])=[O:27])[C:17]1=[O:18]. Starting materials: ClCC=1SC=CC1S(=O)(=O)N(C=1C=CC=C2C=C(NC12)C=1SC=CN1)C (2-(chloromethyl)-N-methyl-N-[2-(1,3-thiazol-2-yl)-1H-indol-7-yl]thiophene-3-sulfonamide), C[S-].[Na+] (sodium methanethiolate). Run in O1CCCC1 (tetrahydrofuran). The product is CN(S(=O)(=O)C1=C(SC=C1)CSC)C=1C=CC=C2C=C(NC12)C=1SC=CN1 (N-Methyl-2-[(methylthio)methyl]-N-[2-(1,3-thiazol-2-yl)-1H-indol-7-yl]thiophene-3-sulfonamide). Yield: 99.7%. Reaction SMILES: Cl[CH2:2][C:3]1[S:4][CH:5]=[CH:6][C:7]=1[S:8]([N:11]([CH3:26])[C:12]1[CH:13]=[CH:14][CH:15]=[C:16]2[C:20]=1[NH:19][C:18]([C:21]1[S:22][CH:23]=[CH:24][N:25]=1)=[CH:17]2)(=[O:10])=[O:9].[CH3:27][S-:28].[Na+]>O1CCCC1>[CH3:26][N:11]([C:12]1[CH:13]=[CH:14][CH:15]=[C:16]2[C:20]=1[NH:19][C:18]([C:21]1[S:22][CH:23]=[CH:24][N:25]=1)=[CH:17]2)[S:8]([C:7]1[CH:6]=[CH:5][S:4][C:3]=1[CH2:2][S:28][CH3:27])(=[O:10])=[O:9] |f:1.2|. Procedure: A solution of 2-(chloromethyl)-N-methyl-N-[2-(1,3-thiazol-2-yl)-1H-indol-7-yl]thiophene-3-sulfonamide (250 mg) and sodium methanethiolate (50 mg) in tetrahydrofuran (5 mL) was stirred at room temperature for 1 hr. The reaction mixture was concentrated, and the obtained crystals were collected by filtration. The crystals were washed with water and diethyl ether, and dried to give the title compound (256 mg, yield 99%) as pale-brown crystals. melting point 213° C.